Dataset: the Open Reaction Database (ORD), a public repository of structured organic reaction records. Task: describe an organic reaction: reactants, conditions, products, and yield Reactants: Cl (HCl), FC(C(=O)Cl)(C(C(C(C(C(C(F)(F)F)(F)F)(F)F)(F)F)(F)F)(F)F)F (2,2,3,3,4,4,5,5,6,6,7,7,8,8,8-Pentadecafluoro-octanoyl chloride), OC1=CC=C(C2=CC=C(C=C2)C2=CC=3OC(C=CC3C3=CC=CC=C23)(C2=CC=C(C=C2)N2CCCC2)C2=CC=CC=C2)C=C1 (6-[4′-(hydroxy)biphen-4-yl]-3-phenyl-3-(4-pyrrolidinophenyl)-3H-naphtho[2,1-b]pyran), N1=CC=CC=C1 (pyridine). The solvent is C(Cl)Cl (DCM). The product is FC(C(=O)OC1=CC=C(C2=CC=C(C=C2)C2=CC=3OC(C=CC3C3=CC=CC=C23)(C2=CC=C(C=C2)N2CCCC2)C2=CC=CC=C2)C=C1)(C(C(C(C(C(C(F)(F)F)(F)F)(F)F)(F)F)(F)F)(F)F)F (6-[4′-(perfluorooctanoyloxy)biphen-4-yl]-3-phenyl-3-(4-pyrrolidino-phenyl)-3H-naphtho[2,1-b]pyran). Isolated yield 25.1%. As a reaction SMILES: [F:1][C:2]([F:25])([C:6]([F:24])([F:23])[C:7]([F:22])([F:21])[C:8]([F:20])([F:19])[C:9]([F:18])([F:17])[C:10]([F:16])([F:15])[C:11]([F:14])([F:13])[F:12])[C:3](Cl)=[O:4].[OH:26][C:27]1[CH:69]=[CH:68][C:30]([C:31]2[CH:36]=[CH:35][C:34]([C:37]3[C:50]4[C:45](=[CH:46][CH:47]=[CH:48][CH:49]=4)[C:44]4[CH:43]=[CH:42][C:41]([C:62]5[CH:67]=[CH:66][CH:65]=[CH:64][CH:63]=5)([C:51]5[CH:56]=[CH:55][C:54]([N:57]6[CH2:61][CH2:60][CH2:59][CH2:58]6)=[CH:53][CH:52]=5)[O:40][C:39]=4[CH:38]=3)=[CH:33][CH:32]=2)=[CH:29][CH:28]=1.N1C=CC=CC=1.Cl>C(Cl)Cl>[F:1][C:2]([F:25])([C:6]([F:24])([F:23])[C:7]([F:22])([F:21])[C:8]([F:20])([F:19])[C:9]([F:18])([F:17])[C:10]([F:16])([F:15])[C:11]([F:14])([F:13])[F:12])[C:3]([O:26][C:27]1[CH:28]=[CH:29][C:30]([C:31]2[CH:32]=[CH:33][C:34]([C:37]3[C:50]4[C:45](=[CH:46][CH:47]=[CH:48][CH:49]=4)[C:44]4[CH:43]=[CH:42][C:41]([C:62]5[CH:63]=[CH:64][CH:65]=[CH:66][CH:67]=5)([C:51]5[CH:56]=[CH:55][C:54]([N:57]6[CH2:61][CH2:60][CH2:59][CH2:58]6)=[CH:53][CH:52]=5)[O:40][C:39]=4[CH:38]=3)=[CH:35][CH:36]=2)=[CH:68][CH:69]=1)=[O:4]. Procedure details: 2,2,3,3,4,4,5,5,6,6,7,7,8,8,8-Pentadecafluoro-octanoyl chloride (0.30 g, 0.7 mmol) was added to a solution of 6-[4′-(hydroxy)biphen-4-yl]-3-phenyl-3-(4-pyrrolidinophenyl)-3H-naphtho[2,1-b]pyran (0.40 g, 0.7 mmol) in DCM (30 mL) containing pyridine (2 mL) under N2 at 0° C. with stirring. The mixture was stirred at room temperature for 1 h, poured into HCl (2 M, 100 mL), extracted with DCM (3×50 mL), washed with water (100 mL), dried (MgSO4) and the solvent removed under reduced pressure. The resi... Starting materials: ethyl ester, OCC1=CC=C(OC(C(=O)O)C)C=C1 (2-(p-hydroxymethylphenoxy)-propionic acid), SOBr2, BrCC1=CC=C(OC(C(=O)O)C)C=C1 (2-(p-bromomethylphenoxy)-propionic acid), ethyl ester, BrC(C(=O)OCC)C (ethyl 2-bromopropionate), [Na] (sodium), C1(=CC=CC=C1)O (phenol), C1=CC(=CC=C1CO)O (p-hydroxybenzyl alcohol). The solvent is C(C)O (ethanol). Yields the product ethyl ester, O(C1=CC=CC=C1)CC1=CC=C(OC(C(=O)O)C)C=C1 (2-(4-phenoxymethylphenoxy)-propionic acid). Reaction SMILES: [Na].[C:2]1([OH:8])[CH:7]=[CH:6][CH:5]=[CH:4][CH:3]=1.Br[CH2:10][C:11]1[CH:22]=[CH:21][C:14]([O:15][CH:16]([CH3:20])[C:17]([OH:19])=[O:18])=[CH:13][CH:12]=1.C1C(CO)=CC=C(O)C=1.BrC(C)C(OCC)=O.OCC1C=CC(OC(C)C(O)=O)=CC=1>C(O)C>[O:8]([CH2:10][C:11]1[CH:22]=[CH:21][C:14]([O:15][CH:16]([CH3:20])[C:17]([OH:19])=[O:18])=[CH:13][CH:12]=1)[C:2]1[CH:7]=[CH:6][CH:5]=[CH:4][CH:3]=1 |^1:0|. Procedure details: 2.3 g. of sodium is dissolved in 250 ml. of absolute ethanol; 9.4 g. of phenol and 28.6 g. of the ethyl ester of 2-(p-bromomethylphenoxy)-propionic acid [obtainable by reacting p-hydroxybenzyl alcohol with ethyl 2-bromopropionate to the ethyl ester of 2-(p-hydroxymethylphenoxy)-propionic acid and subsequent reaction with SOBr2 ] are added thereto, and the mixture is refluxed for 3 hours and evaporated. The usual working-up procedure yields the ethyl ester of 2-(4-phenoxymethylphenoxy)-propionic ... Starting materials: C1(=CC=CC=C1)NC1=NC(=CC=C1C(C)=O)C(F)(F)F (1-(2-phenylamino-6-trifluoromethyl-pyridin-3-yl)-ethanone), C(=O)C1=CC=C(C(=O)OC)C=C1 (methyl 4-formylbenzoate), C[O-].[Na+] (sodium methoxide), Cl (hydrochloric acid). Run in CO (methanol), CO (methanol), O (water). Reaction conditions: temperature 25 celsius, time 2 day. Product: ethyl acetate hexanes, COC(C1=CC=C(C=C1)\C=C\C(C=1C(=NC(=CC1)C(F)(F)F)NC1=CC=CC=C1)=O)=O (4-[(E)-3-oxo-3-(2-phenylamino-6-trifluoromethyl-pyridin-3-yl)-propenyl]-benzoic acid methyl ester). The yield is 61.9%. As a reaction SMILES: [C:1]1([NH:7][C:8]2[C:13]([C:14](=[O:16])[CH3:15])=[CH:12][CH:11]=[C:10]([C:17]([F:20])([F:19])[F:18])[N:9]=2)[CH:6]=[CH:5][CH:4]=[CH:3][CH:2]=1.[CH:21]([C:23]1[CH:32]=[CH:31][C:26]([C:27]([O:29][CH3:30])=[O:28])=[CH:25][CH:24]=1)=O.C[O-].[Na+].Cl>CO.O>[CH3:30][O:29][C:27](=[O:28])[C:26]1[CH:31]=[CH:32][C:23](/[CH:21]=[CH:15]/[C:14](=[O:16])[C:13]2[C:8]([NH:7][C:1]3[CH:2]=[CH:3][CH:4]=[CH:5][CH:6]=3)=[N:9][C:10]([C:17]([F:20])([F:18])[F:19])=[CH:11][CH:12]=2)=[CH:24][CH:25]=1 |f:2.3|. Procedure: A mixture of 1-(2-phenylamino-6-trifluoromethyl-pyridin-3-yl)-ethanone (4.28 g, 15.3 mmol) in methanol (60.4 mL) at 25° C. was treated with methyl 4-formylbenzoate (3.01 g, 18.3 mmol) and sodium methoxide in methanol (25% wt, 6.99 mL, 30.5 mmol). The reaction was stirred at 25° C. for 2 d. At this time, the reaction was diluted with water (50 mL), neutralized with a 2N aqueous hydrochloric acid solution, and extracted with methylene chloride (3×75 mL). The combined organics were dried over sodiu...